From a dataset of the Open Reaction Database (ORD), a public repository of structured organic reaction records. describe an organic reaction: reactants, conditions, products, and yield Reactants: [Al+3].[Cl-].[Cl-].[Cl-] (AlCl3), ClCCl (dichloromethane), CC1=C(C=O)C=CC=C1 (2-methylbenzaldehyde), BrBr (bromine), final mixture, ice. Conditions: temperature 5 celsius, time 15 minute. The product is BrC=1C=CC(=C(C=O)C1)C (5-Bromo-2-methylbenzaldehyde). Reaction SMILES: [Al+3].[Cl-].[Cl-].[Cl-].ClCCl.[CH3:8][C:9]1[CH:16]=[CH:15][CH:14]=[CH:13][C:10]=1[CH:11]=[O:12].[Br:17]Br>>[Br:17][C:14]1[CH:15]=[CH:16][C:9]([CH3:8])=[C:10]([CH:13]=1)[CH:11]=[O:12] |f:0.1.2.3|. Procedure details: To a suspension of 344 g (2.58 mol, 1.5 eq.) of AlCl3 in 1100 cm3 of dichloromethane 206.8 g (1.72 mol) of 2-methylbenzaldehyde was added dropwise by vigorous stirring for 15 min at 5° C. The resulting mixture was stirred for 15 min at 5° C., and then 88.9 ml (276 g, 1.73 mol) of bromine was added for 1 h at this temperature. The final mixture was additionally stirred for 6 h at room temperature and then poured on 2 kg of ice. The organic layer was separated, the aqueous layer was extracted with... Starting materials: ClC=1C=C(C=CC1F)S (3-chloro-4-fluorothiophenol), [OH-].[K+] (potassium hydroxide), IC1=C(C=CC=C1)CC(=O)O (o-iodophenylacetic acid). Reagents/catalysts: [Cu] (copper). Run in O (water). Yields the product ClC=1C=C(C=CC1F)SC1=C(C=CC=C1)CC(=O)O (2-(3-chloro-4-fluorophenylthio)phenylacetic acid). The yield is 72.0%. Reaction SMILES: [Cl:1][C:2]1[CH:3]=[C:4]([SH:9])[CH:5]=[CH:6][C:7]=1[F:8].[OH-].[K+].I[C:13]1[CH:18]=[CH:17][CH:16]=[CH:15][C:14]=1[CH2:19][C:20]([OH:22])=[O:21]>O.[Cu]>[Cl:1][C:2]1[CH:3]=[C:4]([S:9][C:13]2[CH:18]=[CH:17][CH:16]=[CH:15][C:14]=2[CH2:19][C:20]([OH:22])=[O:21])[CH:5]=[CH:6][C:7]=1[F:8] |f:1.2|. Procedure details: The thiophenol from the preceding experiment (34.5 g) is added at 50° C. to a solution of potassium hydroxide (40 g) in water (425 ml) and this mixture is stirred until it becomes homogeneous. Then, o-iodophenylacetic acid (55.0 g) and copper powder (2.0 g) are added and the mixture refluxed for 24 hours. While still warm, the solution is filtered with charcoal, the filtrate diluted with water and acidified with hydrochloric acid. The separated crude oily acid is extracted with benzene, the solv...